Dataset: the Open Reaction Database (ORD), a public repository of structured organic reaction records. Task: describe an organic reaction: reactants, conditions, products, and yield Reactants: C1(=CC=C(C=C1)S(=O)(=O)OCCC(CCCC)C(F)(F)F)C (3-trifluoromethylheptyl p-toluenesulfonate), OC1=CC=C(C(=O)OCC)C=C1 (ethyl p-hydroxybenzoate), [H-].[Na+] (sodium hydride). The solvent is CN(C=O)C (dimethylformamide), CN(C=O)C (dimethylformamide). Conditions: time 8 hour. The product is FC(C(CCOC1=CC=C(C(=O)OCC)C=C1)CCCC)(F)F (ethyl p-(3-trifluoromethylheptyloxy)benzoate). The yield is 87.5%. RXN SMILES: C1(C)C=CC(S(O[CH2:11][CH2:12][CH:13]([C:18]([F:21])([F:20])[F:19])[CH2:14][CH2:15][CH2:16][CH3:17])(=O)=O)=CC=1.[OH:23][C:24]1[CH:34]=[CH:33][C:27]([C:28]([O:30][CH2:31][CH3:32])=[O:29])=[CH:26][CH:25]=1.[H-].[Na+]>CN(C)C=O>[F:19][C:18]([F:20])([F:21])[CH:13]([CH2:14][CH2:15][CH2:16][CH3:17])[CH2:12][CH2:11][O:23][C:24]1[CH:25]=[CH:26][C:27]([C:28]([O:30][CH2:31][CH3:32])=[O:29])=[CH:33][CH:34]=1 |f:2.3|. Reported procedure: In a round-bottomed flask, 0.88 g of the 3-trifluoromethylheptyl p-toluenesulfonate 2, 0.4 g of ethyl p-hydroxybenzoate and 1 ml of dimethylformamide were placed, and 50 mg of sodium hydride was added thereto, followed by 8 hours of heat-refluxing and 15 hours of standing at room temperature. After the reaction, dimethylformamide was distilled off, and dilute hydrochloric acid was added to the product, which was then extracted with methylene chloride. The resultant organic layer was washed with ...